Dataset: the Open Reaction Database (ORD), a public repository of structured organic reaction records. Task: describe an organic reaction: reactants, conditions, products, and yield Reactants: C(C)(C)(C)OC(=O)N1C(C=2N(CC1)C(=NC2I)CC)COC2=CC(=CC=C2)C(F)(F)F (3-ethyl-1-iodo-8-(3-trifluoromethyl-phenoxymethyl)-5,6-dihydro-8H-imidazo[1,5-a]pyrazine-7-carboxylic acid tert-butyl ester), C(Cl)Cl.CO (DCM MeOH). The product is C(C)(C)(C)OC(=O)N1C(C=2N(CC1)C(=NC2Cl)CC)COC2=CC(=CC=C2)C(F)(F)F (1-chloro-3-ethyl-8-(3-trifluoromethyl-phenoxymethyl)-5,6-dihydro-8H-imidazo[1,5-a]pyrazine-7-carboxylic acid tert-butyl ester). RXN SMILES: [C:1]([O:5][C:6]([N:8]1[CH2:13][CH2:12][N:11]2[C:14]([CH2:18][CH3:19])=[N:15][C:16](I)=[C:10]2[CH:9]1[CH2:20][O:21][C:22]1[CH:27]=[CH:26][CH:25]=[C:24]([C:28]([F:31])([F:30])[F:29])[CH:23]=1)=[O:7])([CH3:4])([CH3:3])[CH3:2].C(Cl)[Cl:33].CO>>[C:1]([O:5][C:6]([N:8]1[CH2:13][CH2:12][N:11]2[C:14]([CH2:18][CH3:19])=[N:15][C:16]([Cl:33])=[C:10]2[CH:9]1[CH2:20][O:21][C:22]1[CH:27]=[CH:26][CH:25]=[C:24]([C:28]([F:31])([F:30])[F:29])[CH:23]=1)=[O:7])([CH3:4])([CH3:3])[CH3:2] |f:1.2|. Reported procedure: According to the general procedure (GP12), chlorination of 3-ethyl-1-iodo-8-(3-trifluoromethyl-phenoxymethyl)-5,6-dihydro-8H-imidazo[1,5-a]pyrazine-7-carboxylic acid tert-butyl ester (1.272 g; 2.307 mmol), and purification by FC (DCM/MeOH=60/1) gave the expected product 1-chloro-3-ethyl-8-(3-trifluoromethyl-phenoxymethyl)-5,6-dihydro-8H-imidazo[1,5-a]pyrazine-7-carboxylic acid tert-butyl ester as a yellow oil (0.403 g; 38%). LC-MS: tR=1.03 min.; [M+H]+=460.37 g/mol.